From a dataset of the Open Reaction Database (ORD), a public repository of structured organic reaction records. describe an organic reaction: reactants, conditions, products, and yield The reactants are O.NN (Hydrazine hydrate), FC1=C2C(C(=CN(C2=C(C=C1)OCCC)CCCN1C(C2=CC=CC=C2C1=O)=O)C1=CC=C(C=C1)OC)=O (2-{3-[5-fluoro-3-(4-methoxyphenyl)-4-oxo-8-propoxy-4H-quinolin-1-yl]propyl}isoindole-1,3-dione). Run in C(C)O (ethanol). Yields the product NCCCN1C=C(C(C2=C(C=CC(=C12)OCCC)F)=O)C1=CC=C(C=C1)OC (1-(3-aminopropyl)-5-fluoro-3-(4-methoxyphenyl)-8-propoxy-1H-quinolin-4-one). Isolated yield 93.9%. RXN SMILES: O.NN.[F:4][C:5]1[CH:14]=[CH:13][C:12]([O:15][CH2:16][CH2:17][CH3:18])=[C:11]2[C:6]=1[C:7](=[O:41])[C:8]([C:33]1[CH:38]=[CH:37][C:36]([O:39][CH3:40])=[CH:35][CH:34]=1)=[CH:9][N:10]2[CH2:19][CH2:20][CH2:21][N:22]1C(=O)C2C(=CC=CC=2)C1=O>C(O)C>[NH2:22][CH2:21][CH2:20][CH2:19][N:10]1[C:11]2[C:6](=[C:5]([F:4])[CH:14]=[CH:13][C:12]=2[O:15][CH2:16][CH2:17][CH3:18])[C:7](=[O:41])[C:8]([C:33]2[CH:34]=[CH:35][C:36]([O:39][CH3:40])=[CH:37][CH:38]=2)=[CH:9]1 |f:0.1|. Reported procedure: Hydrazine hydrate (0.62 ml, 12.8 mmol) was added to an ethanol solution (60 ml) of 2-{3-[5-fluoro-3-(4-methoxyphenyl)-4-oxo-8-propoxy-4H-quinolin-1-yl]propyl}isoindole-1,3-dione (2.0 g, 3.88 mmol) and heated under reflux for 4 hours. The resulting mixture was concentrated under reduced pressure, a 5N aqueous sodium hydroxide solution was added to the thus-obtained residue, and then the resulting mixture was subjected to extraction using dichloromethane. The thus-obtained organic layer was sequen...